From a dataset of the Open Reaction Database (ORD), a public repository of structured organic reaction records. describe an organic reaction: reactants, conditions, products, and yield The reactants are BrCC1=CC=C(C=C1)OCCCCCCCCCCCCCC (1-(Bromomethyl)-4-(tetradecyloxy)benzene), N1=C(C=CC=C1)CNC(C)=O (N-2-Pyridylmethylacetamide), [H-].[Na+] (sodium hydride). The solvent is O1CCCC1 (tetrahydrofuran). Run at time 2 hour. The product is N1=C(C=CC=C1)CN(C(C)=O)CC1=CC=C(C=C1)OCCCCCCCCCCCCCC (N-(2-Pyridinylmethyl)-N-[[4-(tetradecyloxy)phenyl]methyl]acetamide). Yield: 84.9%. As a reaction SMILES: Br[CH2:2][C:3]1[CH:8]=[CH:7][C:6]([O:9][CH2:10][CH2:11][CH2:12][CH2:13][CH2:14][CH2:15][CH2:16][CH2:17][CH2:18][CH2:19][CH2:20][CH2:21][CH2:22][CH3:23])=[CH:5][CH:4]=1.[N:24]1[CH:29]=[CH:28][CH:27]=[CH:26][C:25]=1[CH2:30][NH:31][C:32](=[O:34])[CH3:33].[H-].[Na+]>O1CCCC1>[N:24]1[CH:29]=[CH:28][CH:27]=[CH:26][C:25]=1[CH2:30][N:31]([CH2:2][C:3]1[CH:8]=[CH:7][C:6]([O:9][CH2:10][CH2:11][CH2:12][CH2:13][CH2:14][CH2:15][CH2:16][CH2:17][CH2:18][CH2:19][CH2:20][CH2:21][CH2:22][CH3:23])=[CH:5][CH:4]=1)[C:32](=[O:34])[CH3:33] |f:2.3|. Procedure details: The title compound is prepared by the procedure of Example 27 using 9.4 g of product from Example 20, 3.87 g of product from Example 12, 1.24 g of 50% sodium hydride and 130 ml of dry tetrahydrofuran. The reaction is stirred at room temperature for 31/2 hours. The residue is purified by column chromatography (silica gel:60-100% ethyl acetate/hexane) to give 9.42 g of the desired product as colorless crystals. Starting materials: Cc1cc2c(s1)S(=O)(=O)N(C)C(=O)C2, [H-], [H][H], [Na+], C1CCOC1, O=C=Nc1ccccc1. The product is Cc1cc2c(s1)S(=O)(=O)N(C)C(=O)C2C(=O)Nc1ccccc1. RXN SMILES: [CH3:3][N:4]1[S:5](=[O:15])(=[O:16])[c:6]2[c:7]([cH:11][c:12]([CH3:14])[s:13]2)[CH2:8][C:9]1=[O:10].[H-:1].[H:17][H:18].[Na+:2].[O:28]1[CH2:29][CH2:30][CH2:31][CH2:32]1.[c:19]1([N:25]=[C:26]=[O:27])[cH:20][cH:21][cH:22][cH:23][cH:24]1>>[CH3:3][N:4]1[S:5](=[O:15])(=[O:16])[c:6]2[c:7]([cH:11][c:12]([CH3:14])[s:13]2)[CH:8]([C:26]([NH:25][c:19]2[cH:20][cH:21][cH:22][cH:23][cH:24]2)=[O:27])[C:9]1=[O:10]. Reactants: [H][H] (hydrogen), ClC1=C(C=CC(=C1)Cl)C(C#N)CCC (2-(2,4-dichlorophenyl)-valeronitrile), COC(=O)NN (hydrazinecarboxylic acid methyl ester), C(C)(=O)O (acetic acid). Reagents/catalysts: [Ni] (Raney nickel). Run in C(Cl)(Cl)Cl (CHCl3), C(C)O (ethanol). Product: ClC1=C(C=CC(=C1)Cl)C(C=NNC(=O)OC)CCC (1-[2-(2,4-Dichlorophenyl)-pentylidene]-2-methoxycarbonylhydrazine). As a reaction SMILES: [Cl:1][C:2]1[CH:7]=[C:6]([Cl:8])[CH:5]=[CH:4][C:3]=1[CH:9]([CH2:12][CH2:13][CH3:14])[C:10]#[N:11].[CH3:15][O:16][C:17]([NH:19]N)=[O:18].C(O)(=O)C.[H][H]>[Ni].C(O)C.C(Cl)(Cl)Cl>[Cl:1][C:2]1[CH:7]=[C:6]([Cl:8])[CH:5]=[CH:4][C:3]=1[CH:9]([CH2:12][CH2:13][CH3:14])[CH:10]=[N:11][NH:19][C:17]([O:16][CH3:15])=[O:18]. Reported procedure: 11.0 g of Raney nickel are added to a solution of 22.8 g (0.1 mol) of 2-(2,4-dichlorophenyl)-valeronitrile, 9.0 g (0.1 mol) of hydrazinecarboxylic acid methyl ester and 6.0 g (0.1 mol) of acetic acid in 200 ml of 95% aqueous ethanol, and the mixture is hydrogenated at room temperature under a normal pressure of hydrogen for 6.5 hours. Filtration and crystallisation yield 23.3 g (77% of theory) of the above product, which after recrystallisation from methanol has a melting point of 165°-166° C. a... Starting materials: C(C)(=O)O (acetic acid), [OH-].[Na+] (sodium hydroxide), O (water), ClC1=CC=C(C=C1)SC1=C(N(C=2CCCC(C12)=NO)CC(=O)OCC)C (ethyl [3-(4-chloro-phenylsulfanyl)-4-(hydroxyimino)-2-methyl-4,5,6,7-tetrahydro-1H-indol-1-yl]acetate). Solvent: C(C)O (ethanol). Conditions: temperature 40 celsius, time 1.5 hour. Yields the product ClC1=CC=C(C=C1)SC1=C(N(C=2CCCC(C12)=NO)CC(=O)O)C ([3-(4-Chlorophenylsulfanyl)-4-(hydroxyimino)-2-methyl-4,5,6,7-tetrahydro-1H-indol-1-yl]acetic acid). Reaction SMILES: [OH-].[Na+].O.[Cl:4][C:5]1[CH:10]=[CH:9][C:8]([S:11][C:12]2[C:20]3[C:19](=[N:21][OH:22])[CH2:18][CH2:17][CH2:16][C:15]=3[N:14]([CH2:23][C:24]([O:26]CC)=[O:25])[C:13]=2[CH3:29])=[CH:7][CH:6]=1.C(O)(=O)C>C(O)C>[Cl:4][C:5]1[CH:10]=[CH:9][C:8]([S:11][C:12]2[C:20]3[C:19](=[N:21][OH:22])[CH2:18][CH2:17][CH2:16][C:15]=3[N:14]([CH2:23][C:24]([OH:26])=[O:25])[C:13]=2[CH3:29])=[CH:7][CH:6]=1 |f:0.1|. Reported procedure: Aqueous sodium hydroxide (1M, 10 mL, 10 mmol) and water (20 mL) were added to a stirred suspension of ethyl [3-(4-chloro-phenylsulfanyl)-4-(hydroxyimino)-2-methyl-4,5,6,7-tetrahydro-1H-indol-1-yl]acetate (4.0 g, 10.2 mmol) and ethanol 40 mL) and the mixture was warmed up to 40° C. After 1.5 h at this temperature, the reaction mixture was allowed to cool to r.t. and held overnight. The suspension was reheated to 33° C. and acetic acid (1.7 mL, 29.7 mmol) added to the resulting solution. The mixtu... Starting materials: CCC(C)Oc1cc(C(F)(F)F)ccc1C=CC(=O)O, Cl, CC(N)c1cc(F)c(NS(C)(=O)=O)c(F)c1. Product: CCC(C)Oc1cc(C(F)(F)F)ccc1C=CC(=O)NC(C)c1cc(F)c(NS(C)(=O)=O)c(F)c1. RXN SMILES: [CH:18]([CH3:19])([CH2:20][CH3:21])[O:22][c:23]1[c:24]([CH:33]=[CH:34][C:35](=[O:36])[OH:37])[cH:25][cH:26][c:27]([C:29]([F:30])([F:31])[F:32])[cH:28]1.[ClH:17].[NH2:1][CH:2]([CH3:3])[c:4]1[cH:5][c:6]([F:16])[c:7]([NH:11][S:12](=[O:13])(=[O:14])[CH3:15])[c:8]([F:10])[cH:9]1>>[NH:1]([CH:2]([CH3:3])[c:4]1[cH:5][c:6]([F:16])[c:7]([NH:11][S:12](=[O:13])(=[O:14])[CH3:15])[c:8]([F:10])[cH:9]1)[C:35]([CH:34]=[CH:33][c:24]1[c:23]([O:22][CH:18]([CH3:19])[CH2:20][CH3:21])[cH:28][c:27]([C:29]([F:30])([F:31])[F:32])[cH:26][cH:25]1)=[O:36]. Starting materials: C(C)OP(OCC)(=O)C=C (vinylphosphonic acid diethyl ester), C1(=CC=CC=C1)C (toluene), [C]=O (carbon monoxide), [H][H] (hydrogen). The reagents and catalysts are [Rh] (rhodium). Run in cyclooctadien-1,5-yl rhodium chloride. Yields the product C(C)OP(OCC)(=O)C(C)C=O (α-formylethanephosphonic acid diethyl ester). Reaction SMILES: [CH2:1]([O:3][P:4](C=C)(=[O:8])[O:5][CH2:6][CH3:7])[CH3:2].[C]=[O:12].[H][H].[C:15]1([CH3:21])[CH:20]=CC=CC=1>[Rh]>[CH2:1]([O:3][P:4]([CH:15]([CH:20]=[O:12])[CH3:21])(=[O:8])[O:5][CH2:6][CH3:7])[CH3:2] |^3:10|. Procedure details: In a 1 liter autoclave equipped with an electromagnetic reciprocating stirrer, 228 g of vinylphosphonic acid diethyl ester and 100 ppm of rhodium as dimeric cyclooctadien-1,5-yl rhodium chloride in 600 ml of toluene as solvent are heated at 80° C. and reacted under a pressure of 600 bars with a mixture of carbon monoxide and hydrogen in a ratio of 1:1. The pressure is maintained for 12 hours by topping up with the gas mixture. The contents are allowed to cool before the pressure on the autoclave...